From a dataset of the Open Reaction Database (ORD), a public repository of structured organic reaction records. describe an organic reaction: reactants, conditions, products, and yield The reactants are C(CCCCCCCCCCCCCC(=O)O)C(=O)O (1,14-tetradecane dicarboxylic acid), benzyl ester, II, C(CCCCCCCCCCCCCC(=O)O)C(=O)O (1,14-tetradecane dicarboxylic acid), C(C1=CC=CC=C1)O (benzyl alcohol), C1(=CC=C(C=C1)S(=O)(=O)O)C (para-toluene sulfonic acid). Run in C1(=CC=CC=C1)C (toluene). The product is C(C1=CC=CC=C1)OC(=O)CCCCCCCCCCCCCCC(=O)OCC1=CC=CC=C1 (1,14-tetradecane dicarboxylic acid dibenzyl ester). Reaction SMILES: [CH2:1]([C:18]([OH:20])=[O:19])[CH2:2][CH2:3][CH2:4][CH2:5][CH2:6][CH2:7][CH2:8][CH2:9][CH2:10][CH2:11][CH2:12][CH2:13][CH2:14][C:15]([OH:17])=[O:16].[CH2:21](O)[C:22]1[CH:27]=[CH:26][CH:25]=[CH:24][CH:23]=1.[C:29]1([CH3:39])[CH:34]=[CH:33][C:32](S(O)(=O)=O)=[CH:31][CH:30]=1>C1(C)C=CC=CC=1>[CH2:21]([O:16][C:15]([CH2:14][CH2:13][CH2:12][CH2:11][CH2:10][CH2:9][CH2:8][CH2:7][CH2:6][CH2:5][CH2:4][CH2:3][CH2:2][CH2:1][C:18]([O:20][CH2:39][C:29]1[CH:34]=[CH:33][CH:32]=[CH:31][CH:30]=1)=[O:19])=[O:17])[C:22]1[CH:27]=[CH:26][CH:25]=[CH:24][CH:23]=1. Procedure details: A method of synthesis for a compound obtained by converting one terminal of 1,14-tetradecane dicarboxylic acid into a benzyl ester is described. The compound can be synthesized by using Japanese Patent Application Public Disclosure (Kokai) Hei 04-18245 or “Organic Synthesis II” pages 276-277 as references. That is, 5 g (17.5 millimoles) of 1,14-tetradecane dicarboxylic acid, 8.37 g of benzyl alcohol, 50 ml of toluene and para-toluene sulfonic acid were placed in a flask and were allowed to reflu... Yields the product CC(O)c1ccc(C2=NOC(c3cc(Cl)cc(Cl)c3)(C(F)(F)F)C2)cc1Cl. Reactants: [Br-], C[Mg+], CCOCC, [Cl-], O=Cc1ccc(C2=NOC(c3cc(Cl)cc(Cl)c3)(C(F)(F)F)C2)cc1Cl, [NH4+], C1CCOC1. Reaction SMILES: [Br-:27].[CH3:28][Mg+:29].[CH3:32][CH2:33][O:34][CH2:35][CH3:36].[Cl-:30].[Cl:1][c:2]1[c:3]([CH:4]=[O:5])[cH:6][cH:7][c:8]([C:10]2=[N:11][O:12][C:13]([C:15]([F:16])([F:17])[F:18])([c:19]3[cH:20][c:21]([Cl:26])[cH:22][c:23]([Cl:25])[cH:24]3)[CH2:14]2)[cH:9]1.[NH4+:31].[O:37]1[CH2:38][CH2:39][CH2:40][CH2:41]1>>[Cl:1][c:2]1[c:3]([CH:4]([OH:5])[CH3:28])[cH:6][cH:7][c:8]([C:10]2=[N:11][O:12][C:13]([C:15]([F:16])([F:17])[F:18])([c:19]3[cH:20][c:21]([Cl:26])[cH:22][c:23]([Cl:25])[cH:24]3)[CH2:14]2)[cH:9]1. The reactants are [N+](=O)([O-])C1=CC=C(C(=O)N2C3=C(C(CCC2)=O)C=CC=N3)C=C1 (6,7,8,9-tetrahydro-9-(4-nitrobenzoyl)-5H-pyrido[2,3-b]azepin-5-one), C(C)(C)(C)OC(N(C)C)N(C)C (tert-butoxy-bis(dimethylamino)methane). Solvent: O1CCCC1 (tetrahydrofuran). Reaction conditions: time 8 hour. Yields the product CN(C)C=C1C(C2=C(N(CC1)C(C1=CC=C(C=C1)[N+](=O)[O-])=O)N=CC=C2)=O (6-[(Dimethylamino)methylene]-6,7,8,9-tetrahydro-9-(4-nitrobenzoyl)-5H-pyrido[2,3-b]azepin-5-one). The yield is 86.7%. Reaction SMILES: [N+:1]([C:4]1[CH:23]=[CH:22][C:7]([C:8]([N:10]2[CH2:16][CH2:15][CH2:14][C:13](=[O:17])[C:12]3[CH:18]=[CH:19][CH:20]=[N:21][C:11]2=3)=[O:9])=[CH:6][CH:5]=1)([O-:3])=[O:2].C(O[CH:29](N(C)C)[N:30]([CH3:32])[CH3:31])(C)(C)C>O1CCCC1>[CH3:29][N:30]([CH:32]=[C:14]1[CH2:15][CH2:16][N:10]([C:8](=[O:9])[C:7]2[CH:6]=[CH:5][C:4]([N+:1]([O-:3])=[O:2])=[CH:23][CH:22]=2)[C:11]2[N:21]=[CH:20][CH:19]=[CH:18][C:12]=2[C:13]1=[O:17])[CH3:31]. Procedure: To a slurry of 0.50 g of 6,7,8,9-tetrahydro-9-(4-nitrobenzoyl)-5H-pyrido[2,3-b]azepin-5-one in 10 ml of tetrahydrofuran under argon is added 0.70 g of tert-butoxy-bis(dimethylamino)methane and the mixture is stirred at room temperature overnight. The volatiles are removed under vacuum and the residue in ethyl acetate-CH2Cl2 (2:8) filtered through a short column of silica gel. The silica gel is washed with ethyl acetate (discard) and then with chloroform containing 3% methanol to give 0.51 g of t... Starting materials: FC1=CC=C(C=C1)[C@H](C)NC=1C=C(C(=O)OC)C=C(N1)NC1=NC=CN=C1 (methyl (S)-2-[1-(4-fluorophenyl)ethylamino]-6-(pyrazin-2-ylamino)isonicotinate), [H-].[Al+3].[Li+].[H-].[H-].[H-] (lithium aluminum hydride), O (water), [OH-].[Na+] (sodium hydroxide), O (water). The solvent is O1CCCC1 (tetrahydrofuran), O1CCCC1 (tetrahydrofuran). Conditions: time 6 hour. Yields the product FC1=CC=C(C=C1)[C@H](C)NC1=NC(=CC(=C1)CO)NC1=NC=CN=C1 ((S)-{2-[1-(4-Fluorophenyl)ethylamino]-6-(pyrazin-2-ylamino)pyridin-4-yl}methanol). Isolated yield 65.0%. RXN SMILES: [F:1][C:2]1[CH:7]=[CH:6][C:5]([C@@H:8]([NH:10][C:11]2[CH:12]=[C:13]([CH:18]=[C:19]([NH:21][C:22]3[CH:27]=[N:26][CH:25]=[CH:24][N:23]=3)[N:20]=2)[C:14](OC)=[O:15])[CH3:9])=[CH:4][CH:3]=1.[H-].[Al+3].[Li+].[H-].[H-].[H-].O.[OH-].[Na+]>O1CCCC1>[F:1][C:2]1[CH:7]=[CH:6][C:5]([C@@H:8]([NH:10][C:11]2[CH:12]=[C:13]([CH2:14][OH:15])[CH:18]=[C:19]([NH:21][C:22]3[CH:27]=[N:26][CH:25]=[CH:24][N:23]=3)[N:20]=2)[CH3:9])=[CH:4][CH:3]=1 |f:1.2.3.4.5.6,8.9|. Procedure details: 100 mg of methyl (S)-2-[1-(4-fluorophenyl)ethylamino]-6-(pyrazin-2-ylamino)isonicotinate was dissolved in 1 ml of tetrahydrofuran, 20 mg of lithium aluminum hydride was added by small portions, and the mixture was stirred at room temperature for 6 hours. The reaction solution was diluted with tetrahydrofuran, and then cooled to 0° C., and 25 μl of water, 25 μl of 2N sodium hydroxide aqueous solution, and further 75 μl of water were added, and the reaction mixture was dried over magnesium sulfate...